This data is from the Open Reaction Database (ORD), a public repository of structured organic reaction records. The task is: describe an organic reaction: reactants, conditions, products, and yield Product: C(#N)C1=CC2=C(C(=CS2)N2C[C@H](NCC2)C)C=C1 ((3R)-1-(6-cyano-1-benzothien-3-yl)-3-methylpiperazine). Procedure details: 3-Bromo-1-benzothiophene-6-carbonitrile was coupled with (2R)-methylpiperazine, as described above for (3R)-1-(6-cyano-1-naphthyl)-3-methylpiperazine, to yield (3R)-1-(6-cyano-1-benzothien-3-yl)-3-methylpiperazine. The reactants are BrC1=CSC2=C1C=CC(=C2)C#N (3-Bromo-1-benzothiophene-6-carbonitrile), (2R)-methylpiperazine, C(#N)C=1C=C2C=CC=C(C2=CC1)N1C[C@H](NCC1)C ((3R)-1-(6-cyano-1-naphthyl)-3-methylpiperazine). RXN SMILES: Br[C:2]1[C:6]2[CH:7]=[CH:8][C:9]([C:11]#[N:12])=[CH:10][C:5]=2[S:4][CH:3]=1.C(C1C=C2C(=CC=1)C([N:25]1[CH2:30][CH2:29][NH:28][C@H:27]([CH3:31])[CH2:26]1)=CC=C2)#N>>[C:11]([C:9]1[CH:8]=[CH:7][C:6]2[C:2]([N:25]3[CH2:30][CH2:29][NH:28][C@H:27]([CH3:31])[CH2:26]3)=[CH:3][S:4][C:5]=2[CH:10]=1)#[N:12]. Reactants: CC(=O)O[BH-](OC(C)=O)OC(C)=O, COc1ccc2c(c1CC=O)OC(C)(C)CC2=O, Cc1ccccc1, CC(=O)O, Cl, COC(=O)c1ccc2ccn(C3CCNCC3)c2c1, [Na+], C1CCOC1, O. The product is COC(=O)c1ccc2ccn(C3CCN(CCc4c(OC)ccc5c4OC(C)(C)CC5=O)CC3)c2c1. RXN SMILES: [C:44]([O:45][BH-:46]([O:47][C:48](=[O:49])[CH3:50])[O:51][C:52](=[O:53])[CH3:54])(=[O:55])[CH3:56].[CH3:21][O:22][c:23]1[cH:24][cH:25][c:26]2[c:31]([c:32]1[CH2:33][CH:34]=[O:35])[O:30][C:29]([CH3:36])([CH3:37])[CH2:28][C:27]2=[O:38].[CH3:59][c:60]1[cH:61][cH:62][cH:63][cH:64][cH:65]1.[CH3:66][C:67](=[O:68])[OH:69].[ClH:1].[NH:2]1[CH2:3][CH2:4][CH:5]([n:8]2[cH:9][cH:10][c:11]3[cH:12][cH:13][c:14]([C:17](=[O:18])[O:19][CH3:20])[cH:15][c:16]23)[CH2:6][CH2:7]1.[Na+:57].[O:39]1[CH2:40][CH2:41][CH2:42][CH2:43]1.[OH2:58]>>[N:2]1([CH2:34][CH2:33][c:32]2[c:23]([O:22][CH3:21])[cH:24][cH:25][c:26]3[c:31]2[O:30][C:29]([CH3:36])([CH3:37])[CH2:28][C:27]3=[O:38])[CH2:3][CH2:4][CH:5]([n:8]2[cH:9][cH:10][c:11]3[cH:12][cH:13][c:14]([C:17](=[O:18])[O:19][CH3:20])[cH:15][c:16]23)[CH2:6][CH2:7]1. Starting materials: COC1=CC=C(C=C1)C=1N=NC(=CC1C1=CC=C(C=C1)OC)Cl (3,4-bis(4-methoxyphenyl)-6-chloropyridazine), OC1=CC=NC=C1 (4-hydroxypyridine). Product: COC1=CC=C(C=C1)C=1N=NC(=CC1C1=CC=C(C=C1)OC)OC1=CC=NC=C1 (3,4-bis(4-methoxyphenyl)-6-(4-pyridyloxy)pyridazine), powder. Yield: 85.2%. Reaction SMILES: [CH3:1][O:2][C:3]1[CH:8]=[CH:7][C:6]([C:9]2[N:10]=[N:11][C:12](Cl)=[CH:13][C:14]=2[C:15]2[CH:20]=[CH:19][C:18]([O:21][CH3:22])=[CH:17][CH:16]=2)=[CH:5][CH:4]=1.[OH:24][C:25]1[CH:30]=[CH:29][N:28]=[CH:27][CH:26]=1>>[CH3:1][O:2][C:3]1[CH:8]=[CH:7][C:6]([C:9]2[N:10]=[N:11][C:12]([O:24][C:25]3[CH:30]=[CH:29][N:28]=[CH:27][CH:26]=3)=[CH:13][C:14]=2[C:15]2[CH:20]=[CH:19][C:18]([O:21][CH3:22])=[CH:17][CH:16]=2)=[CH:5][CH:4]=1. Reported procedure: In a similar manner as in Example 2, 3,4-bis(4-methoxyphenyl)-6-chloropyridazine (200 mg, 0.613 mmol) and 4-hydroxypyridine were reacted as starting materials at 150° C. for 22 hours and post-treatment was then conducted, whereby the title compound was obtained as a pale yellow crystalline powder (201.6 mg, 85.2%). Melting point: 186.8-188.8° C. (hexane). Starting materials: C(=O)(O)CC1=CC=C(CSC=2C=C(C=CC2)B(O)O)C=C1 (3-(4-carboxymethyl-benzylsulfanyl)phenylboronic acid), ClC1=C(C=NC2=C(C=CC=C12)C(F)(F)F)C(=O)C1=CC=CC=C1 ([4-chloro-8-(trifluoromethyl)quinolin-3-yl](phenyl)methanone). Yields the product C(C1=CC=CC=C1)C=1C=NC2=C(C=CC=C2C1C=1C=C(C=CC1)SCC1=CC=C(C=C1)CC(=O)O)C(F)(F)F ({4-[({3-[3-BENZYL-8-(TRIFLUOROMETHYL)QUINOLIN-4-YL]PHENYL}THIO)METHYL]PHENYL}ACETIC ACID). Reaction SMILES: [C:1]([CH2:4][C:5]1[CH:21]=[CH:20][C:8]([CH2:9][S:10][C:11]2[CH:12]=[C:13](B(O)O)[CH:14]=[CH:15][CH:16]=2)=[CH:7][CH:6]=1)([OH:3])=[O:2].Cl[C:23]1[C:32]2[C:27](=[C:28]([C:33]([F:36])([F:35])[F:34])[CH:29]=[CH:30][CH:31]=2)[N:26]=[CH:25][C:24]=1[C:37]([C:39]1[CH:44]=[CH:43][CH:42]=[CH:41][CH:40]=1)=O>>[CH2:37]([C:24]1[CH:25]=[N:26][C:27]2[C:32]([C:23]=1[C:13]1[CH:12]=[C:11]([S:10][CH2:9][C:8]3[CH:20]=[CH:21][C:5]([CH2:4][C:1]([OH:3])=[O:2])=[CH:6][CH:7]=3)[CH:16]=[CH:15][CH:14]=1)=[CH:31][CH:30]=[CH:29][C:28]=2[C:33]([F:36])([F:34])[F:35])[C:39]1[CH:40]=[CH:41][CH:42]=[CH:43][CH:44]=1. Procedure details: The title compound was prepared from 3-(4-carboxymethyl-benzylsulfanyl)phenylboronic acid and [4-chloro-8-(trifluoromethyl)quinolin-3-yl](phenyl)methanone according to the procedure of Example 1. MS (ES) m/z 541.9.